Dataset: the Open Reaction Database (ORD), a public repository of structured organic reaction records. Task: describe an organic reaction: reactants, conditions, products, and yield Starting materials: ClCCl, CCOC(=O)COc1cccc2c1CCCC2CO, O=C(Cl)Cl, Cl, NN(c1ccccc1)c1ccccc1, c1ccncc1. Yields the product CCOC(=O)COc1cccc2c1CCCC2COC(=O)NN(c1ccccc1)c1ccccc1. Reaction SMILES: [CH2:45]([Cl:46])[Cl:47].[CH2:5]([CH3:6])[O:7][C:8](=[O:9])[CH2:10][O:11][c:12]1[c:13]2[c:18]([cH:19][cH:20][cH:21]1)[CH:17]([CH2:22][OH:23])[CH2:16][CH2:15][CH2:14]2.[Cl:1][C:2]([Cl:3])=[O:4].[ClH:30].[c:31]1([N:37]([NH2:38])[c:39]2[cH:40][cH:41][cH:42][cH:43][cH:44]2)[cH:32][cH:33][cH:34][cH:35][cH:36]1.[cH:24]1[cH:25][cH:26][n:27][cH:28][cH:29]1>>[C:2](=[O:4])([O:23][CH2:22][CH:17]1[CH2:16][CH2:15][CH2:14][c:13]2[c:12]([O:11][CH2:10][C:8]([O:7][CH2:5][CH3:6])=[O:9])[cH:21][cH:20][cH:19][c:18]21)[NH:38][N:37]([c:31]1[cH:32][cH:33][cH:34][cH:35][cH:36]1)[c:39]1[cH:40][cH:41][cH:42][cH:43][cH:44]1. The reactants are [N+](=O)([O-])C1=C2C=NNC2=CC=C1NC(C)=O (4-nitro-5-acetylaminoindazole). Solvent: OS(=O)(=O)O (H2SO4). Yields the product [N+](=O)([O-])C1=C2C=NNC2=CC=C1N (4-nitro-5-aminoindazole). The yield is 71.3%. As a reaction SMILES: [N+:1]([C:4]1[C:12]([NH:13]C(=O)C)=[CH:11][CH:10]=[C:9]2[C:5]=1[CH:6]=[N:7][NH:8]2)([O-:3])=[O:2]>OS(O)(=O)=O>[N+:1]([C:4]1[C:12]([NH2:13])=[CH:11][CH:10]=[C:9]2[C:5]=1[CH:6]=[N:7][NH:8]2)([O-:3])=[O:2]. Procedure: By referring to the Step 5 of Example 1, 4-nitro-5-acetylaminoindazole (6.9 g, 31.5 mmol), 2 mol/L H2SO4 solution (200 mL), were used to obtain a product (4.0 g, 73.6%). The reactants are O=C([O-])O, ClC(Cl)Cl, [Na+], O=S(Cl)Cl, OCCCCCc1ccncc1. The product is ClCCCCCc1ccncc1. Reaction SMILES: [C:17](=[O:18])([OH:19])[O-:20].[CH:22]([Cl:23])([Cl:24])[Cl:25].[Na+:21].[S:13]([Cl:14])([Cl:15])=[O:16].[n:1]1[cH:2][cH:3][c:4]([CH2:7][CH2:8][CH2:9][CH2:10][CH2:11][OH:12])[cH:5][cH:6]1>>[n:1]1[cH:2][cH:3][c:4]([CH2:7][CH2:8][CH2:9][CH2:10][CH2:11][Cl:15])[cH:5][cH:6]1. The reactants are C(C)OC(=O)C1(CC2=CC=CC=C2C1)NC(=O)C1=C(C=CC=C1)S(=O)(=O)C (2-[(2-methylsulfonylbenzen-1-carbonyl)-amino]-indan-2-carboxylic acid ethyl ester), [Li+].[OH-] (LiOH), O1CCOCC1 (1,4-dioxane), CO (MeOH). Solvent: CC(C)O.C(Cl)Cl (i-PrOH DCM), O (water). Conditions: time 69 hour. Yields the product CS(=O)(=O)C1=C(C=CC=C1)C(=O)NC1(CC2=CC=CC=C2C1)C(=O)O (2-[(2-methylsulfonylbenzen-1-carbonyl)-amino]-indan-2-carboxylic acid). Yield: 100.8%. As a reaction SMILES: C([O:3][C:4]([C:6]1([NH:15][C:16]([C:18]2[CH:23]=[CH:22][CH:21]=[CH:20][C:19]=2[S:24]([CH3:27])(=[O:26])=[O:25])=[O:17])[CH2:14][C:13]2[C:8](=[CH:9][CH:10]=[CH:11][CH:12]=2)[CH2:7]1)=[O:5])C.O1CCOCC1.CO.[Li+].[OH-]>CC(O)C.C(Cl)Cl.O>[CH3:27][S:24]([C:19]1[CH:20]=[CH:21][CH:22]=[CH:23][C:18]=1[C:16]([NH:15][C:6]1([C:4]([OH:5])=[O:3])[CH2:14][C:13]2[C:8](=[CH:9][CH:10]=[CH:11][CH:12]=2)[CH2:7]1)=[O:17])(=[O:25])=[O:26] |f:3.4,5.6|. Procedure details: A 50 mL flask containing 2-[(2-methylsulfonylbenzene-1-carbonyl)-amino]-indan-2-carboxylic acid ethyl ester (186, 0.50 g, 1.27 mmol) is charged with 1,4-dioxane (5 mL) and MeOH (5 mL). A stirring bar is added and stirring is initiated. After dissolution, water (2.5 mL) is added followed by the LiOH (133 mg, 3.17 mmol). After 69 h, tlc analysis (silica, 5% i-PrOH/DCM) indicates that the starting material is completely consumed. The pH of the reaction mixture is carefully adjusted to pH 2 by slowl... The reactants are ClC1=C(C=CC(=C1)[N+](=O)[O-])C(O)(C=1N(C=CN1)C)C1=CC=C(C=C1)Cl ((±)-α-(2-chloro-4-nitrophenyl)-α-(4-chlorophenyl)-1-methyl-1H-imidazole-2-methanol), Cl[Sn]Cl (SnCl2), [NH4+].[OH-] (NH4OH). The solvent is CC(=O)O (HOAc), Cl (HCl). The product is ClC=1C=C(C=CC1C(C=1N(C=CN1)C)C1=CC=C(C=C1)Cl)N ((±)-3-chloro-4-[(4-chlorophenyl)(1-methyl-1H-imidazol-2-yl)methyl]benzenamine). Isolated yield 91.0%. As a reaction SMILES: [Cl:1][C:2]1[CH:7]=[C:6]([N+:8]([O-])=O)[CH:5]=[CH:4][C:3]=1[C:11]([C:19]1[CH:24]=[CH:23][C:22]([Cl:25])=[CH:21][CH:20]=1)([C:13]1[N:14]([CH3:18])[CH:15]=[CH:16][N:17]=1)O.Cl[Sn]Cl.[NH4+].[OH-]>CC(O)=O.Cl>[Cl:1][C:2]1[CH:7]=[C:6]([NH2:8])[CH:5]=[CH:4][C:3]=1[CH:11]([C:19]1[CH:24]=[CH:23][C:22]([Cl:25])=[CH:21][CH:20]=1)[C:13]1[N:14]([CH3:18])[CH:15]=[CH:16][N:17]=1 |f:2.3|. Procedure: A mixture of (±)-α-(2-chloro-4-nitrophenyl)-α-(4-chlorophenyl)-1-methyl-1H-imidazole-2-methanol (0.0397 mol) and SnCl2 (0.2382 mol) in HOAc (150 ml) and HCl (150 ml) was stirred and refluxed for 2 hours, then cooled, poured out on ice, basified with NH4OH, filtered over celite and extracted with CH2Cl2 and CH3OH. The organic layer was separated, dried, filtered and the solvent was evaporated, yielding 12 g (91%) of (±)-3-chloro-4-[(4-chlorophenyl)(1-methyl-1H-imidazol-2-yl)methyl]benzenamine (in...